From a dataset of the Open Reaction Database (ORD), a public repository of structured organic reaction records. describe an organic reaction: reactants, conditions, products, and yield The reactants are [H-].[Na+] (Sodium hydride), OC1=CC=C(C=O)C=C1 (4-hydroxybenzaldehyde), ClC1=NC=CC=N1 (2-chloropyrimidine). The solvent is CN(C)C=O (DMF), CN(C)C=O (DMF). Run at temperature 0 celsius, time 20 minute. Product: N1=C(N=CC=C1)OC1=CC=C(C=O)C=C1 (4-(2-Pyrimidinyloxy)benzaldehyde). Isolated yield 86.1%. As a reaction SMILES: [H-].[Na+].[OH:3][C:4]1[CH:11]=[CH:10][C:7]([CH:8]=[O:9])=[CH:6][CH:5]=1.Cl[C:13]1[N:18]=[CH:17][CH:16]=[CH:15][N:14]=1>CN(C=O)C>[N:14]1[CH:15]=[CH:16][CH:17]=[N:18][C:13]=1[O:3][C:4]1[CH:11]=[CH:10][C:7]([CH:8]=[O:9])=[CH:6][CH:5]=1 |f:0.1|. Reported procedure: Sodium hydride (60% in oil, 1.44 g, 36.00 mmol) was added to a 0° C. solution of 4-hydroxybenzaldehyde (4.40 g, 36.03 mmol) in DMF (16 mL). After stirring for 20 min at 0° C., the mixture was allowed to warm to RT and a solution of 2-chloropyrimidine (4.12 g, 35.97 mmol) in DMF (8 mL) was added. The resulting mixture was heated to 100° C. for 18 h. The solvent was evaporated, the residue was dissolved in ethyl acetate, washed with water and brine, dried (MgSO4), and concentrated to provide 6.20 ... Starting materials: O=C1N(C=2N(C=C1)N=CC2)CC(=O)O (2-(5-oxopyrazolo[1,5-a]pyrimidin-4(5H)-yl)acetic acid), ClC=1C(=C(SC1)N)C1=NC=NN1 (4-chloro-3-(1H-1,2,4-triazol-5-yl)thiophen-2-amine). Product: ClC=1C(=C(SC1)NC(CN1C=2N(C=CC1=O)N=CC2)=O)C2=NC=NN2 (N-(4-Chloro-3-(1H-1,2,4-triazol-5-yl)thiophen-2-yl)-2-(5-oxopyrazolo[1,5-a]pyrimidin-4(5H)-yl)acetamide). As a reaction SMILES: [O:1]=[C:2]1[CH:7]=[CH:6][N:5]2[N:8]=[CH:9][CH:10]=[C:4]2[N:3]1[CH2:11][C:12]([OH:14])=O.[Cl:15][C:16]1[C:17]([C:22]2[NH:26][N:25]=[CH:24][N:23]=2)=[C:18]([NH2:21])[S:19][CH:20]=1>>[Cl:15][C:16]1[C:17]([C:22]2[NH:26][N:25]=[CH:24][N:23]=2)=[C:18]([NH:21][C:12](=[O:14])[CH2:11][N:3]2[C:2](=[O:1])[CH:7]=[CH:6][N:5]3[N:8]=[CH:9][CH:10]=[C:4]23)[S:19][CH:20]=1. Procedure: The title compound was prepared from 2-(5-oxopyrazolo[1,5-a]pyrimidin-4(5H)-yl)acetic acid (94 mg, 0.488 mmol) and 4-chloro-3-(1H-1,2,4-triazol-5-yl)thiophen-2-amine (49 mg, 0.244 mmol) according to protocol A. Retention time (min)=2.161, method [7], MS(ESI) 376.0 (M+H); 1H NMR (300 MHz, CDCl3) δ 8.31 (d, J=8.1 Hz, 1H), 7.83 (s, 1H), 7.76 (s, 1H), 6.85 (s, 1H), 6.27 (d, J=8.1 Hz, 1H), 5.94 (s, 1H), 4.98 (s, 2H).